describe an organic reaction: reactants, conditions, products, and yield From a dataset of the Open Reaction Database (ORD), a public repository of structured organic reaction records. Reactants: CS(=O)(=O)OC[C@@H]([C@H]1OC(OC1)(C)C)NC(=O)OCC1=CC=CC=C1 ((S)-2-(benzyloxycarbonylamino)-2-((R)-2,2-dimethyl-1,3-dioxolan-4-yl)ethyl methanesulfonate), C[S-].[Na+] (sodium thiomethoxide). Solvent: C(C)(=O)OCC (ethyl acetate), CN(C=O)C (dimethylformamide). Run at time 16 hour. Yields the product CC1(OC[C@H](O1)[C@H](CSC)NC(OCC1=CC=CC=C1)=O)C (benzyl (R)-1-((R)-2,2-dimethyl-1,3-dioxolan-4-yl)-2-(methylthio)ethylcarbamate). Isolated yield 89.3%. RXN SMILES: CS(O[CH2:6][C@H:7]([NH:15][C:16]([O:18][CH2:19][C:20]1[CH:25]=[CH:24][CH:23]=[CH:22][CH:21]=1)=[O:17])[C@@H:8]1[CH2:12][O:11][C:10]([CH3:14])([CH3:13])[O:9]1)(=O)=O.[CH3:26][S-:27].[Na+]>CN(C)C=O.C(OCC)(=O)C>[CH3:14][C:10]1([CH3:13])[O:9][C@H:8]([C@@H:7]([NH:15][C:16](=[O:17])[O:18][CH2:19][C:20]2[CH:21]=[CH:22][CH:23]=[CH:24][CH:25]=2)[CH2:6][S:27][CH3:26])[CH2:12][O:11]1 |f:1.2|. Reported procedure: To a stirred solution of the product from Example 27.2 (2.58 g, 6.91 mmol) in dimethylformamide (10 ml) was added sodium thiomethoxide (0.630 g, 8.98 mmol). The reaction mixture was stirred at ambient temperature for 16 h. The reaction mixture was diluted with ethyl acetate and washed with water (4×), dried (MgSO4) and evaporated. The residue was chromatographed on silica gel (ethyl acetate-petrol, 1:4) giving a colourless oil (2.007 g, 89%). 1H NMR (CDCl3) δ 7.35 (m, 5H), 5.12 (ABq, 2H), 5.07 (... Conditions: temperature 5 celsius, time 16 hour. Run in C(C)(=O)OCC (ethyl acetate). Yield: 72.7%. As a reaction SMILES: [C:1]([S:4][CH2:5][CH:6]([CH2:14][CH:15]([CH3:17])[CH3:16])[C:7]([NH:9][CH2:10][C:11]([OH:13])=[O:12])=[O:8])(=[O:3])[CH3:2].[CH:18]1[C:23]([N+:24]([O-:26])=[O:25])=[CH:22][CH:21]=[C:20](O)[CH:19]=1.C1(N=C=NC2CCCCC2)CCCCC1>C(OCC)(=O)C>[C:1]([S:4][CH2:5][CH:6]([CH2:14][CH:15]([CH3:17])[CH3:16])[C:7]([NH:9][CH2:10][C:11]([O:13][C:20]1[CH:19]=[CH:18][C:23]([N+:24]([O-:26])=[O:25])=[CH:22][CH:21]=1)=[O:12])=[O:8])(=[O:3])[CH3:2]. The reactants are C(C)(=O)SCC(C(=O)NCC(=O)O)CC(C)C (N-[2-[(Acetylthio)methyl]-4-methyl-1-oxopentyl]glycine), C1=CC(=CC=C1[N+](=O)[O-])O (p-nitrophenol), C1(CCCCC1)N=C=NC1CCCCC1 (N,N'-dicyclohexylcarbodiimide). The product is C(C)(=O)SCC(C(=O)NCC(=O)OC1=CC=C(C=C1)[N+](=O)[O-])CC(C)C (N-[2-[(Acetylthio)methyl]-4-methyl-1-oxopentyl]glycine, 4-nitrophenyl ester). Procedure: N-[2-[(Acetylthio)methyl]-4-methyl-1-oxopentyl]glycine (0.5 g) is dissolved in 30 ml of ethyl acetate along with p-nitrophenol (0.2 g). This solution is cooled to 5° C., N,N'-dicyclohexylcarbodiimide (0.4 g) is added portionwise and the reaction mixture is stirred at 5° for about 16 hours. The dicyclohexyl urea is filtered off and the filtrate is concentrated thoroughly in vacuo. Isopropyl ether is added to the residue and allowed to sit for about 16 hours. The crystalline solid is filtered to y... Starting materials: solution, C(CCC)[Li] (n-butyllithium), C(C)(C)(C)OC(=O)N1CCC(CC1)N1CCC2=CC=C(C=C12)Br (1-[1-(t-butoxycarbonyl)piperidin-4-yl]-6-bromoindoline), CN(C=O)C (dimethylformamide), resultant mixture, [Cl-].[NH4+] (ammonium chloride). Run in CCCCCC (hexane), O1CCCC1 (tetrahydrofuran), C(C)(=O)OCC (ethyl acetate). Product: C(C)(C)(C)OC(=O)N1CCC(CC1)N1CCC2=CC=C(C=C12)CO (1-[1-(t-butoxycarbonyl)-piperidin-4-yl]-6-hydroxymethylindoline). Yield: 91.0%. RXN SMILES: C([Li])CCC.[C:6]([O:10][C:11]([N:13]1[CH2:18][CH2:17][CH:16]([N:19]2[C:27]3[C:22](=[CH:23][CH:24]=[C:25](Br)[CH:26]=3)[CH2:21][CH2:20]2)[CH2:15][CH2:14]1)=[O:12])([CH3:9])([CH3:8])[CH3:7].CN(C)[CH:31]=[O:32].[Cl-].[NH4+]>CCCCCC.O1CCCC1.C(OCC)(=O)C>[C:6]([O:10][C:11]([N:13]1[CH2:18][CH2:17][CH:16]([N:19]2[C:27]3[C:22](=[CH:23][CH:24]=[C:25]([CH2:31][OH:32])[CH:26]=3)[CH2:21][CH2:20]2)[CH2:15][CH2:14]1)=[O:12])([CH3:9])([CH3:8])[CH3:7] |f:3.4|. Procedure details: A 2.5 M solution (16 ml) of n-butyllithium in hexane was added dropwise at ±78° C. into a solution of 1-[1-(t-butoxycarbonyl)piperidin-4-yl]-6-bromoindoline (10 g) in tetrahydrofuran (250 ml) over 5 mm. After 10 mm, dimethylformamide (3.0 ml) was added and the resultant mixture was allowed to warm to room temperature. Next, a saturated aqueous solution of ammonium chloride and ethyl acetate were added thereto and the layers were separated. The organic layer was washed with brine, dried over anhy... Reactants: CC1=NC=C(N1C2CCOCC2)C3=NC(=NC=C3F)N, C1COCCN1CC2=CC(=C(C=C2)Cl)F. The reagents and catalysts are CC(C)(C)[O-].[K+], CC(C)C1=CC(=C(C(=C1)C(C)C)C2=CC=CC=C2P(C3CCCCC3)C4CCCCC4)C(C)C, C1=CC=C(C=C1)/C=C/C(=O)/C=C/C2=CC=CC=C2.C1=CC=C(C=C1)/C=C/C(=O)/C=C/C2=CC=CC=C2.C1=CC=C(C=C1)/C=C/C(=O)/C=C/C2=CC=CC=C2.[Pd].[Pd]. The solvent is C1COCCO1. Reaction conditions: temperature 102 celsius. Yields the product CC1=NC=C(N1C2CCOCC2)C3=NC(=NC=C3F)NC4=C(C=C(C=C4)CN5CCOCC5)F. Isolated yield 9.1%. Procedure details: To degassed 1,4-dioxane (13.900 ml) in a flame-dried and argonflushed 50 mL roundbottomed flask were added 5-fluoro-4-(2-methyl-1-(tetrahydro-2H-pyran-4-yl)-1H-imidazol-5-yl)pyrimidin-2-amine (386 mg, 1.39 mmol) and 4-(4-chloro-3-fluorobenzyl)morpholine (320 mg, 1.39 mmol) followed by POTASSIUM TERT-BUTOXIDE (203 mg, 1.81 mmol) whilst stirring. The resulting slurry was flushed with argon followed by addition of TRIS(DIBENZYLIDENEACETONE)DIPALLADIUM(0) (128 mg, 0.14 mmol) and 2-Dicyclohexylphosph... The reactants are CO, Cl, NC(CF)C(F)C(=O)O, C1CCOC1. Product: Cl, NC(CF)C(F)CO. As a reaction SMILES: [CH3:11][OH:12].[ClH:1].[F:2][CH:3]([C:4](=[O:5])[OH:6])[CH:7]([CH2:8][F:9])[NH2:10].[O:13]1[CH2:14][CH2:15][CH2:16][CH2:17]1>>[ClH:1].[F:2][CH:3]([CH2:4][OH:5])[CH:7]([CH2:8][F:9])[NH2:10].